From a dataset of the Open Reaction Database (ORD), a public repository of structured organic reaction records. describe an organic reaction: reactants, conditions, products, and yield Starting materials: CCOC(C)=O, O=C1Nc2ccccc2SC1CCCCCl, Fc1ccc(N2CCNCC2)cc1. Product: O=C1Nc2ccccc2SC1CCCCN1CCN(c2ccc(F)cc2)CC1. Reaction SMILES: [CH3:30][CH2:31][O:32][C:33](=[O:34])[CH3:35].[Cl:1][CH2:2][CH2:3][CH2:4][CH2:5][CH:6]1[S:7][c:8]2[c:9]([cH:13][cH:14][cH:15][cH:16]2)[NH:10][C:11]1=[O:12].[F:17][c:18]1[cH:19][cH:20][c:21]([N:24]2[CH2:25][CH2:26][NH:27][CH2:28][CH2:29]2)[cH:22][cH:23]1>>[CH2:2]([CH2:3][CH2:4][CH2:5][CH:6]1[S:7][c:8]2[c:9]([cH:13][cH:14][cH:15][cH:16]2)[NH:10][C:11]1=[O:12])[N:27]1[CH2:26][CH2:25][N:24]([c:21]2[cH:20][cH:19][c:18]([F:17])[cH:23][cH:22]2)[CH2:29][CH2:28]1. The reactants are resultant mixture, P(=O)(Cl)(Cl)Cl (Phosphorus oxychloride), C(C)(=O)C1C(C1C(=O)N)(C)C (3-acetyl-2,2-dimethyl-cyclopropane-1-carboxamide). Run in C1=CC=CC=C1 (benzene). Product: C(C)(=O)[C@@H]1C([C@H]1C#N)(C)C ((±) Trans 3-Acetyl-1-cyano-2,2-dimethylcyclopropane). RXN SMILES: P(Cl)(Cl)(Cl)=O.[C:6]([CH:9]1[CH:11]([C:12]([NH2:14])=O)[C:10]1([CH3:16])[CH3:15])(=[O:8])[CH3:7]>C1C=CC=CC=1>[C:6]([C@H:9]1[C@H:11]([C:12]#[N:14])[C:10]1([CH3:16])[CH3:15])(=[O:8])[CH3:7]. Procedure: Phosphorus oxychloride (202.4 g, 1.32 m) was added dropwise to a solution of 3-acetyl-2,2-dimethyl-cyclopropane-1-carboxamide. (34.6 g, 0.22 m) in benzene (140 ml) and the resultant mixture refluxed for 3 hours. Excess reagents were removed in vacuo and the residue dissolved in ether (100 ml). The ether was washed with water (3×60 ml), dried over anhydrous magnesium sulphate and evaporated in vacuo to give a dark oil b.p. 72°-5° C./1.0 mm. The reactants are [SiH3][SiH2][SiH2][SiH2][SiH2][SiH2][SiH2][SiH2][SiH2][SiH2][SiH3] (undecasilane), FC(S(=O)(=O)O)(F)F (trifluoromethanesulfonic acid). Run in ClCCl (dichloromethane). Product: FC(S(=O)(=O)O[SiH2][SiH2][SiH2][SiH2][SiH2][SiH2][SiH2][SiH2][SiH2][SiH2][SiH3])(F)F (1-(trifluoromethanesulfonyloxy)undecasilane). As a reaction SMILES: [SiH3:1][SiH2:2][SiH2:3][SiH2:4][SiH2:5][SiH2:6][SiH2:7][SiH2:8][SiH2:9][SiH2:10][SiH3:11].[F:12][C:13]([F:19])([F:18])[S:14]([OH:17])(=[O:16])=[O:15]>ClCCl>[F:12][C:13]([F:19])([F:18])[S:14]([O:17][SiH2:11][SiH2:10][SiH2:9][SiH2:8][SiH2:7][SiH2:6][SiH2:5][SiH2:4][SiH2:3][SiH2:2][SiH3:1])(=[O:16])=[O:15]. Procedure details: In an argon atmosphere, to a tetrahydrofuran solution (1 ml) of 52 mg (0.15 mmol) of octaethylcyclotetrasilane was added 0.58 ml (0.15 mmol) of a tetrahydrofuran solution (0.27M) of phenyldimethylsilyllithium, and stirred at 0° C. for 15 minutes. Then, tetrahydrofuran was distilled out under vacuum, and hexane (1 ml) was added to give a hexane solution (Solution 1). A dichloromethane solution (1 ml) of 49 mg (0.05 mmol) of undecasilane (8) obtained in Example 8 was treated with 7.5 mg (0.05 mmol... Conditions: time 6 hour. The reactants are BrCC#CC (1-bromo-2-butyne), C([O-])([O-])=O.[K+].[K+] (potassium carbonate), CS(=O)(=O)C1=CC=C(C=C1)O (4-methylsulfonylphenol). The yield is 95.0%. As a reaction SMILES: [CH3:1][S:2]([C:5]1[CH:10]=[CH:9][C:8]([OH:11])=[CH:7][CH:6]=1)(=[O:4])=[O:3].Br[CH2:13][C:14]#[C:15][CH3:16].C(=O)([O-])[O-].[K+].[K+]>CS(C)=O.[Cl-].[Na+].O>[CH2:13]([O:11][C:8]1[CH:9]=[CH:10][C:5]([S:2]([CH3:1])(=[O:3])=[O:4])=[CH:6][CH:7]=1)[C:14]#[C:15][CH3:16] |f:2.3.4,6.7.8|. Solvent: CS(=O)C (dimethylsulfoxide), [Cl-].[Na+].O (brine). Procedure details: 2.88 g (15.9 mmol) of 4-methylsulfonylphenol was added to and dissolved in a dimethylsulfoxide solution (30 mL) of 2.12 g (15.9 mmol) of 1-bromo-2-butyne, and then 2.64 g (19.1 mmol) of potassium carbonate was added thereto. After stirred for 6 hours, brine was added thereto and extracted with ethylacetate. The organic layer was washed with brine, and dried over anhydrous magnesium sulfate. 3.39 g (15.11 mmol) of 1-but-2-ynyloxy-4-methanesulfonylbenzene (V-1) was obtained as a roughly-purified p... The product is C(C#CC)OC1=CC=C(C=C1)S(=O)(=O)C (1-but-2-ynyloxy-4-methanesulfonylbenzene), product. Reactants: ClC1=C/C(/C2=CC=CC=C2C1=O)=N\S(=O)(=O)C1=CC2=CC=CC=C2C=C1 ((E)-N-(3-chloro-4-oxonaphthalen-1(4H)-ylidene)naphthalene-2-sulfonamide), OC1=C(C=C(C2=CC=CC=C12)NS(=O)(=O)C=1SC=CC1)SCC(=O)O (2-(1-hydroxy-4-(thiophene-2-sulfonamido)naphthalen-2-ylthio)acetic acid), C(C(O)C)(=S)O (thiolactic acid). Yields the product OC1=C(C=C(C2=CC=CC=C12)NS(=O)(=O)C1=CC2=CC=CC=C2C=C1)SC(C(=O)O)C (2-(1-hydroxy-4-(naphthalene-2-sulfonamido)naphthalen-2-ylthio)propanoic acid), title compound. Isolated yield 58.6%. RXN SMILES: [OH:1][C:2]1[C:11]2[C:6](=[CH:7][CH:8]=[CH:9][CH:10]=2)[C:5]([NH:12][S:13]([C:16]2S[CH:18]=[CH:19][CH:20]=2)(=[O:15])=[O:14])=[CH:4][C:3]=1[S:21][CH2:22][C:23]([OH:25])=[O:24].[C:26](O)(=S)C(C)O.Cl[C:33]1[C:42](=O)[C:41]2[C:36](=CC=CC=2)/[C:35](=N/S(C2C=CC3C(=CC=CC=3)C=2)(=O)=O)/[CH:34]=1>>[OH:1][C:2]1[C:11]2[C:6](=[CH:7][CH:8]=[CH:9][CH:10]=2)[C:5]([NH:12][S:13]([C:16]2[CH:20]=[CH:19][C:18]3[C:42](=[CH:33][CH:34]=[CH:35][CH:36]=3)[CH:41]=2)(=[O:15])=[O:14])=[CH:4][C:3]=1[S:21][CH:22]([CH3:26])[C:23]([OH:25])=[O:24]. Reported procedure: 5.2.64 2-(1-hydroxy-4-(naphthalene-2-sulfonamido)naphthalen-2-ylthio)propanoic acid (14v) was prepared according to the procedure of procedure B for 10a except using thiolactic acid and (E)-N-(3-chloro-4-oxonaphthalen-1(4H)-ylidene)naphthalene-2-sulfonamide (12f), which afforded the title compound 51.3 mg (58.6%) as an off-white solid, m.p.: 176-178° C. Reactants: BrB(Br)Br, COc1ccccc1S(C)(=O)=O, ClCCl, O. The product is CS(=O)(=O)c1ccccc1O. Reaction SMILES: [B:1]([Br:2])([Br:3])[Br:4].[CH3:5][S:6](=[O:7])(=[O:8])[c:9]1[c:10]([O:15][CH3:16])[cH:11][cH:12][cH:13][cH:14]1.[Cl:17][CH2:18][Cl:19].[OH2:20]>>[CH3:5][S:6](=[O:7])(=[O:8])[c:9]1[c:10]([OH:15])[cH:11][cH:12][cH:13][cH:14]1. Starting materials: F[B-](F)(F)F, F[B-](F)(F)F, CCOC(=O)c1c(I)c(C#N)cn1C, ClCCl, CC#N, F[N+]12CC[N+](CCl)(CC1)CC2, O. Yields the product CCOC(=O)c1c(I)c(C#N)c(F)n1C. As a reaction SMILES: [B-:15]([F:16])([F:17])([F:18])[F:19].[B-:20]([F:21])([F:22])([F:23])[F:24].[CH2:1]([CH3:2])[O:3][C:4](=[O:5])[c:6]1[n:7]([CH3:14])[cH:8][c:9]([C:12]#[N:13])[c:10]1[I:11].[CH2:37]([Cl:38])[Cl:39].[CH3:40][C:41]#[N:42].[Cl:25][CH2:26][N+:27]12[CH2:28][CH2:29][N+:30]([F:31])([CH2:32][CH2:33]1)[CH2:34][CH2:35]2.[OH2:36]>>[CH2:1]([CH3:2])[O:3][C:4](=[O:5])[c:6]1[n:7]([CH3:14])[c:8]([F:16])[c:9]([C:12]#[N:13])[c:10]1[I:11].